From a dataset of the Open Reaction Database (ORD), a public repository of structured organic reaction records. describe an organic reaction: reactants, conditions, products, and yield Reactants: C(C)P(OCC)(OCC)=O (Diethyl ethylphosphonate), [OH-].[Na+] (sodium hydroxide), O.S(=O)(=O)([O-])[O-].[Al+3].S(=O)(=O)([O-])[O-].S(=O)(=O)([O-])[O-].[Al+3] (aluminum sulfate hydrate). Run in O (water), O (water). Product: C(C)P(OCC)([O-])=O.[Al+3].C(C)OP([O-])(=O)CC.C(C)OP([O-])(=O)CC (aluminum ethyl ethylphosphonate). Yield: 100.7%. As a reaction SMILES: [CH2:1]([P:3](=[O:10])([O:7]CC)[O:4][CH2:5][CH3:6])[CH3:2].[OH-].[Na+].O.S([O-])([O-])(=O)=O.[Al+3:19].S([O-])([O-])(=O)=O.S([O-])([O-])(=O)=O.[Al+3]>O>[CH2:1]([P:3](=[O:7])([O-:10])[O:4][CH2:5][CH3:6])[CH3:2].[Al+3:19].[CH2:5]([O:4][P:3]([CH2:1][CH3:2])(=[O:7])[O-:10])[CH3:6].[CH2:5]([O:4][P:3]([CH2:1][CH3:2])(=[O:7])[O-:10])[CH3:6] |f:1.2,3.4.5.6.7.8,10.11.12.13|. Procedure details: Aluminum ethyl ethylphosphonate was prepared according to a known procedure: Diethyl ethylphosphonate (414 g), sodium hydroxide (199.5), and water (2.4 L) were refluxed for 4 h. A solution of aluminum sulfate hydrate (261 g) in water (830 mL) was then slowly added to form a white slurry. After filtration and drying, 319.7 g of aluminum ethyl ethylphosphonate was obtained as a white solid. Starting materials: [BH4-], CO, [Na+], NS(=O)(=O)c1ccc2c(c1)CCC2=O. Product: NS(=O)(=O)c1ccc2c(c1)CCC2O. As a reaction SMILES: [BH4-:15].[CH3:17][OH:18].[Na+:16].[O:1]=[C:2]1[CH2:3][CH2:4][c:5]2[cH:6][c:7]([S:11](=[O:12])(=[O:13])[NH2:14])[cH:8][cH:9][c:10]21>>[OH:1][CH:2]1[CH2:3][CH2:4][c:5]2[cH:6][c:7]([S:11](=[O:12])(=[O:13])[NH2:14])[cH:8][cH:9][c:10]21. Procedure: Using the procedure of Stage B of Preparation 2, 2.82 g of 5-nitro-2-furaldehyde and 45 ml of ethynylmagnesium bromide were reacted to obtain 1.84 g of the expected product after chromatography on silica (eluent: 8/2 hexane/ethyl acetate). The reactants are [N+](=O)([O-])C1=CC=C(O1)C=O (5-nitro-2-furaldehyde), C(#C)[Mg]Br (ethynylmagnesium bromide). Product: [N+](=O)([O-])C1=CC=C(O1)C(C#C)O (1-(5-nitro-2-furyl)-2-propynol). RXN SMILES: [N+:1]([C:4]1[O:8][C:7]([CH:9]=[O:10])=[CH:6][CH:5]=1)([O-:3])=[O:2].[C:11]([Mg]Br)#[CH:12]>>[N+:1]([C:4]1[O:8][C:7]([CH:9]([OH:10])[C:11]#[CH:12])=[CH:6][CH:5]=1)([O-:3])=[O:2]. Starting materials: ClC1=NC2=C(C=CC=C2C=C1)C1=CC=2C(NCCC2N1)=O (2-(2-chloroquinolin-8-yl)-6,7-dihydro-1H-pyrrolo[3,2-c]pyridin-4(5H)-one), FC1=C(N)C(=CC=C1)F (2,6-difluoroaniline), CC(C)C1=CC(=C(C(=C1)C(C)C)C2=C(C=CC(=C2P(C3CCCCC3)C4CCCCC4)OC)OC)C(C)C (BrettPhos), CC(C)C1=CC(=C(C(=C1)C(C)C)C2=C(C=CC(=C2P(C3CCCCC3)C4CCCCC4)OC)OC)C(C)C (BrettPhos). Run at temperature 100 celsius. The product is FC1=C(C(=CC=C1)F)NC1=NC2=C(C=CC=C2C=C1)C1=CC=2C(NCCC2N1)=O (2-(2-((2,6-difluorophenyl)amino)quinolin-8-yl)-6,7-dihydro-1H-pyrrolo[3,2-c]pyridin-4(5H)-one). Isolated yield 22.0%. Reaction SMILES: Cl[C:2]1[CH:11]=[CH:10][C:9]2[C:4](=[C:5]([C:12]3[NH:20][C:19]4[CH2:18][CH2:17][NH:16][C:15](=[O:21])[C:14]=4[CH:13]=3)[CH:6]=[CH:7][CH:8]=2)[N:3]=1.[F:22][C:23]1[CH:29]=[CH:28][CH:27]=[C:26]([F:30])[C:24]=1[NH2:25].CC(C1C=C(C(C)C)C(C2C(P(C3CCCCC3)C3CCCCC3)=C(OC)C=CC=2OC)=C(C(C)C)C=1)C>>[F:22][C:23]1[CH:29]=[CH:28][CH:27]=[C:26]([F:30])[C:24]=1[NH:25][C:2]1[CH:11]=[CH:10][C:9]2[C:4](=[C:5]([C:12]3[NH:20][C:19]4[CH2:18][CH2:17][NH:16][C:15](=[O:21])[C:14]=4[CH:13]=3)[CH:6]=[CH:7][CH:8]=2)[N:3]=1. Reported procedure: Prepared similarly to Example 82 using 2-(2-chloroquinolin-8-yl)-6,7-dihydro-1H-pyrrolo[3,2-c]pyridin-4(5H)-one (Example 1; 51 mg, 0.171 mmol), 2,6-difluoroaniline (26.5 mg, 0.206 mmol, Aldrich), BrettPhos (Strem, Newburyport, Mass.; 5.0 mg, 8.56 μmol), and BrettPhos precat (Strem, Newburyport, Mass.; 7.3 mg, 8.56 μmol), heating at 100° C. for 3 h. Purification by silica gel (100% DCM to 20% MeOH/DCM) provided 2-(2-((2,6-difluorophenyl)amino)quinolin-8-yl)-6,7-dihydro-1H-pyrrolo[3,2-c]pyridin-4(... Reactants: C(C)(C)(C)NC(=O)C1=CN(C2=NC=C(N=C21)C2=NN(C1=CC=C(C=C21)C(O[SiH2]C(C)(C)C)(C)C)C)COCC[Si](C)(C)C (2-[5-(tert-butyl-dimethyl-silanyloxymethyl)-1-methyl-1H-indazol-3-yl]-5-(2-trimethylsilanyl-ethoxymethyl)-5H-pyrrolo[2,3-b]pyrazine-7-carboxylic acid tert-butylamide), [F-].C(CCC)[N+](CCCC)(CCCC)CCCC (tetrabutylammonium fluoride). Run in C1CCOC1 (THF). Run at time 10 minute. Yields the product C(C)(C)(C)NC(=O)C1=CNC2=NC=C(N=C21)C2=NN(C1=CC=C(C=C21)CO)C (2-(5-hydroxymethyl-1-methyl-1H-indazol-3-yl)-5H-pyrrolo[2,3-b]pyrazine-7-carboxylic acid tert-butylamide). Yield: 46.6%. As a reaction SMILES: [C:1]([NH:5][C:6]([C:8]1[C:16]2[C:11](=[N:12][CH:13]=[C:14]([C:17]3[C:25]4[C:20](=[CH:21][CH:22]=[C:23]([C:26](C)(C)[O:27][SiH2]C(C)(C)C)[CH:24]=4)[N:19]([CH3:35])[N:18]=3)[N:15]=2)[N:10](COCC[Si](C)(C)C)[CH:9]=1)=[O:7])([CH3:4])([CH3:3])[CH3:2].[F-].C([N+](CCCC)(CCCC)CCCC)CCC>C1COCC1>[C:1]([NH:5][C:6]([C:8]1[C:16]2[C:11](=[N:12][CH:13]=[C:14]([C:17]3[C:25]4[C:20](=[CH:21][CH:22]=[C:23]([CH2:26][OH:27])[CH:24]=4)[N:19]([CH3:35])[N:18]=3)[N:15]=2)[NH:10][CH:9]=1)=[O:7])([CH3:4])([CH3:3])[CH3:2] |f:1.2|. Procedure details: To a solution of 2-[5-(tert-butyl-dimethyl-silanyloxymethyl)-1-methyl-1H-indazol-3-yl]-5-(2-trimethylsilanyl-ethoxymethyl)-5H-pyrrolo[2,3-b]pyrazine-7-carboxylic acid tert-butylamide (106 mg, 0.17 mmol) in THF (2 mL) was added tetrabutylammonium fluoride (1.0 M in THF, 1.7 mL, 1.7 mmol). The reaction mixture was stirred at room temperature for 10 min then heated at reflux for 2 h. After cooling to room temperature, the reaction was quenched with water and extracted with EtOAc and then with 5% Me... Reactants: C(C)(=O)N1C(C(C2=CC=C(C=C12)C(=O)OC)=C(C1=CC=CC=C1)OCC)=O (1-acetyl-3-(1-ethoxy-1-phenylmethylene)-6-methoxycarbonyl-2-indolinone), C(C1=CC=CC=C1)N(C)CC(=O)N(C1=CC=C(C=C1)N)CC1=CC=CC=C1 (N-((N-benzyl-N-methyl-amino)-methylcarbonyl)-N-benzyl-p-phenylenediamine). Reported procedure: Prepared from 1-acetyl-3-(1-ethoxy-1-phenylmethylene)-6-methoxycarbonyl-2-indolinone and N-((N-benzyl-N-methyl-amino)-methylcarbonyl)-N-benzyl-p-phenylenediamine Rf value: 0.5 (silica gel, methylene chloride/methanol=9:1) C40H36N4O4 RXN SMILES: C([N:4]1[C:12]2[C:7](=[CH:8][CH:9]=[C:10]([C:13]([O:15][CH3:16])=[O:14])[CH:11]=2)[C:6](=[C:17](OCC)[C:18]2[CH:23]=[CH:22][CH:21]=[CH:20][CH:19]=2)[C:5]1=[O:27])(=O)C.[CH2:28]([N:35]([CH2:37][C:38]([N:40]([CH2:48][C:49]1[CH:54]=[CH:53][CH:52]=[CH:51][CH:50]=1)[C:41]1[CH:46]=[CH:45][C:44]([NH2:47])=[CH:43][CH:42]=1)=[O:39])[CH3:36])[C:29]1[CH:34]=[CH:33][CH:32]=[CH:31][CH:30]=1>>[CH2:28]([N:35]([CH2:37][C:38]([N:40]([C:41]1[CH:42]=[CH:43][C:44]([NH:47]/[C:17](=[C:6]2\[C:5](=[O:27])[NH:4][C:12]3[C:7]\2=[CH:8][CH:9]=[C:10]([C:13]([O:15][CH3:16])=[O:14])[CH:11]=3)/[C:18]2[CH:23]=[CH:22][CH:21]=[CH:20][CH:19]=2)=[CH:45][CH:46]=1)[CH2:48][C:49]1[CH:54]=[CH:53][CH:52]=[CH:51][CH:50]=1)=[O:39])[CH3:36])[C:29]1[CH:34]=[CH:33][CH:32]=[CH:31][CH:30]=1. Yields the product C(C1=CC=CC=C1)N(C)CC(=O)N(CC1=CC=CC=C1)C1=CC=C(N\C(\C2=CC=CC=C2)=C\2/C(NC3=CC(=CC=C23)C(=O)OC)=O)C=C1 (3-Z-[1-(4-(N-((N-benzyl-N-methyl-amino)-methylcarbonyl)-N-benzyl-amino)-anilino)-1-phenyl-methylene]-6-methoxycarbonyl-2-indolinone). Reactants: N (ammonia), C(C)O (ethanol), C(C)[C@]12[C@H](CC[C@H]2[C@H]2[C@H](CC1)C=1C=CC(=CC1CC2)OC)O (13β-Ethyl-3-methoxy-gona-1,3,5(10)-trien-17β-ol), [Li] (lithium). Solvent: O (water), O1CCCC1 (tetrahydrofuran), CCOCC (ether). Product: C(C)[C@]12[C@H](CC[C@H]2[C@H]2[C@H](CC1)C=1CC=C(CC1CC2)OC)O (13β-ethyl-3-methoxy-gona-2,5(10)-dien-17β-ol). Reaction SMILES: [CH2:1]([C@:3]12[CH2:11][CH2:10][C@@H:9]3[C:12]4[CH:13]=[CH:14][C:15]([O:20][CH3:21])=[CH:16][C:17]=4[CH2:18][CH2:19][C@H:8]3[C@@H:7]1[CH2:6][CH2:5][C@@H:4]2[OH:22])[CH3:2].N.[Li].C(O)C>O1CCCC1.CCOCC.O>[CH2:1]([C@:3]12[CH2:11][CH2:10][C@@H:9]3[C:12]4[CH2:13][CH:14]=[C:15]([O:20][CH3:21])[CH2:16][C:17]=4[CH2:18][CH2:19][C@H:8]3[C@@H:7]1[CH2:6][CH2:5][C@@H:4]2[OH:22])[CH3:2] |^1:23|. Procedure details: Add 13β-Ethyl-3-methoxy-gona-1,3,5(10)-trien-17β-ol (0.5 g.) in tetrahydrofuran (50 cc.) to stirred liquid ammonia (150 cc.), followed by lithium foil (0.5 g.) and then add ethanol (6 cc.) during 20 minutes. When the blue color is discharged, add water and work up the product with ether, to yield 13β-ethyl-3-methoxy-gona-2,5(10)-dien-17β-ol as a solid (0.47 g.). Isolated yield 38.0%. Product: O1CCN(CC1)C=1C2=C(N=C(N1)C1=NC=CC3=C1C=CN3)SC(=N2)CN2CC(C2)N2CCOCC2 (4-(1-((7-morpholino-5-(1H-pyrrolo[3,2-c]pyridin-4-yl)thiazolo[5,4-d]pyrimidin-2-yl)methyl)azetidin-3-yl)morpholine). As a reaction SMILES: [OH-].[Na+].C1(S([N:12]2[C:20]3[CH:19]=[CH:18][N:17]=[C:16]([C:21]4[N:22]=[C:23]([N:41]5[CH2:46][CH2:45][O:44][CH2:43][CH2:42]5)[C:24]5[N:29]=[C:28]([CH2:30][N:31]6[CH2:34][CH:33]([N:35]7[CH2:40][CH2:39][O:38][CH2:37][CH2:36]7)[CH2:32]6)[S:27][C:25]=5[N:26]=4)[C:15]=3[CH:14]=[CH:13]2)(=O)=O)C=CC=CC=1>O1CCOCC1>[O:44]1[CH2:45][CH2:46][N:41]([C:23]2[C:24]3[N:29]=[C:28]([CH2:30][N:31]4[CH2:34][CH:33]([N:35]5[CH2:40][CH2:39][O:38][CH2:37][CH2:36]5)[CH2:32]4)[S:27][C:25]=3[N:26]=[C:21]([C:16]3[C:15]4[CH:14]=[CH:13][NH:12][C:20]=4[CH:19]=[CH:18][N:17]=3)[N:22]=2)[CH2:42][CH2:43]1 |f:0.1|. Starting materials: [OH-].[Na+] (NaOH), C1(=CC=CC=C1)S(=O)(=O)N1C=CC=2C(=NC=CC21)C=2N=C(C1=C(N2)SC(=N1)CN1CC(C1)N1CCOCC1)N1CCOCC1 (5-(1-benzenesulfonyl-1H-pyrrolo[3,2-c]pyridin-4-yl)-7-morpholin-4-yl-2-(3-morpholin-4-yl-azetidin-1-ylmethyl)-thiazolo[5,4-d]pyrimidine). Conditions: time 45 minute. Procedure: A degassed solution of 7-morpholin-4-yl-2-(3-morpholin-4-yl-azetidin-1-ylmethyl)-5-(tributylstannanyl)thiazolo[5,4-d]pyrimidine (200 mg, 0.30 mmol), 1-benzenesulfonyl-4-bromo-1H-pyrrolo[3,2-c]pyridine (132 mg, 0.39 mmol), PdCl2{PtBu2(Ph-p-Nme2)}2 (22 mg, 0.03 mmol) and copper(I) thiophene-2-carboxylate (12 mg, 0.06 mmol) in 1,4-dioxane (4 mL) was subjected to microwave irradiation at 140° C. for 20 minutes. The reaction mixture was cooled to ambient temperature and loaded onto an Isolute® SCX-2 ... The solvent is O1CCOCC1 (1,4-dioxane), IMS. Reactants: S(O)(O)(=O)=O (sulphuric acid), COC1CCC(CC1)C(=O)O (4-methoxycyclohexanecarboxylic acid), C([O-])(O)=O.[Na+] (sodium bicarbonate). The solvent is CO (methanol). Product: COC1CCC(CC1)C(=O)OC (Methyl 4-methoxycyclohexanecarboxylate). RXN SMILES: S(=O)(=O)(O)O.[CH3:6][O:7][CH:8]1[CH2:13][CH2:12][CH:11]([C:14]([OH:16])=[O:15])[CH2:10][CH2:9]1.[C:17](=O)(O)[O-].[Na+]>CO>[CH3:6][O:7][CH:8]1[CH2:13][CH2:12][CH:11]([C:14]([O:16][CH3:17])=[O:15])[CH2:10][CH2:9]1 |f:2.3|. Procedure: 1.8 ml of concentrated sulphuric acid were added to a solution of 4.00 g (25.3 mmol) of 4-methoxycyclohexanecarboxylic acid in 32 ml of methanol, and the resulting reaction solution was heated under reflux overnight. The mixture was cooled to room temperature and the pH was adjusted to 7-8 using saturated aqueous sodium bicarbonate solution. The mixture was then extracted three times with 70 ml of ethyl acetate. The combined organic phases were dried over sodium sulphate and filtered, and the so...